describe an organic reaction: reactants, conditions, products, and yield From a dataset of the Open Reaction Database (ORD), a public repository of structured organic reaction records. Reactants: CC1C=CCCC1(C)C=O (triplal), COC(C(NC(C)C)CO)=O (N-Isopropyl-DL-Serine Methyl Ester), ClC1=C(C(=O)O)C(=CC=C1)Cl (2,6-dichlorobenzoic acid), O (water). Solvent: C1(=CC=CC=C1)C (toluene). Yields the product CC1C=CCCC1(C)C=O.O1CNCC1.COC(C(NC(C)C)CO)=O (Triplal N-Isopropyl-DL-Serine Methyl Ester Oxazolidine). As a reaction SMILES: [CH3:1][CH:2]1[C:7]([CH:9]=[O:10])([CH3:8])[CH2:6][CH2:5][CH:4]=[CH:3]1.[CH3:11][O:12][C:13](=[O:21])[CH:14]([CH2:19][OH:20])[NH:15][CH:16]([CH3:18])[CH3:17].ClC1C=CC=C(Cl)C=1C(O)=O.O>C1(C)C=CC=CC=1>[CH3:1][CH:2]1[C:7]([CH:9]=[O:10])([CH3:8])[CH2:6][CH2:5][CH:4]=[CH:3]1.[O:12]1[CH2:13][CH2:14][NH:15][CH2:16]1.[CH3:11][O:12][C:13](=[O:21])[CH:14]([CH2:19][OH:20])[NH:15][CH:16]([CH3:18])[CH3:17] |f:5.6.7|. Reported procedure: A solution of triplal (2, 1.0 equiv), N-isopropyl-DL-serine methyl ester (1, 1.05 equiv) and 2,6-dichlorobenzoic acid (0.01 equiv) is refluxed 6 hours in toluene during which time water is removed by azeotropic distillation. The solution is cooled, washed with saturated sodium bicarbonate, dried over anhydrous sodium sulfate, and filtered. The toluene is subsequently removed under reduced pressure to yield the desired product, 3. Reactants: C(C)(=O)O[Si](CC)(CC)CC (triethylsilyl acetate), SC1=CC=NC=C1 (4-mercaptopyridine). Run in C(C)#N (acetonitrile). Conditions: time 2 hour. Product: C(C)[Si](CC)(CC)O[Si](CC)(CC)CC (triethylsilyl ether). Reaction SMILES: C([O:4][Si:5]([CH2:10][CH3:11])([CH2:8][CH3:9])[CH2:6][CH3:7])(=O)C.S[C:13]1[CH:18]=CN=CC=1>C(#N)C>[CH2:6]([Si:5]([O:4][Si:5]([CH2:6][CH3:7])([CH2:8][CH3:9])[CH2:10][CH3:11])([CH2:18][CH3:13])[CH2:8][CH3:9])[CH3:7]. Reported procedure: This solution of resulting mesylate (4) is mixed with 4-mercaptopyridine (803 mg; 1.25 equivalents) and acetonitrile (22 ml), warmed to room temperature, and stirred for 2 hours to give a solution of pyridylsulfide (7). Reactants: COC1=CC=C(C(=O)N2C3CCC(C2C(=O)OCC)C3)C=C1 (ethyl 2-(4-methoxybenzoyl)-2-azabicyclo[2.2.1]heptane-3-carboxylate), CO (methanol), [OH-].[Na+] (sodium hydroxide), Cl (hydrochloric acid). Solvent: O1CCCC1 (tetrahydrofuran). Run at time 3 hour. The product is COC1=CC=C(C(=O)N2C3CCC(C2C(=O)O)C3)C=C1 (2-(4-methoxybenzoyl)-2-azabicyclo[2.2.1]heptane-3-carboxylic acid). Reaction SMILES: [CH3:1][O:2][C:3]1[CH:22]=[CH:21][C:6]([C:7]([N:9]2[CH:14]([C:15]([O:17]CC)=[O:16])[CH:13]3[CH2:20][CH:10]2[CH2:11][CH2:12]3)=[O:8])=[CH:5][CH:4]=1.CO.[OH-].[Na+].Cl>O1CCCC1>[CH3:1][O:2][C:3]1[CH:4]=[CH:5][C:6]([C:7]([N:9]2[CH:14]([C:15]([OH:17])=[O:16])[CH:13]3[CH2:20][CH:10]2[CH2:11][CH2:12]3)=[O:8])=[CH:21][CH:22]=1 |f:2.3|. Procedure details: To a solution of ethyl 2-(4-methoxybenzoyl)-2-azabicyclo[2.2.1]heptane-3-carboxylate (239 mg, 0.787 mmol) in tetrahydrofuran (5 ml)-methanol (4 ml) was added 1N sodium hydroxide (5 ml), and the mixture was stirred at room temperature for 3 hours. The reaction mixture was acidified with 1N hydrochloric acid and extracted with ethyl acetate. The organic layer was washed with saturated brine and dried over magnesium sulfate. The solvent was evaporated, to give 2-(4-methoxybenzoyl)-2-azabicyclo[2.2.... Reactants: CCC(CCC1C=CCC1)O[Si](C)(C)C(C)(C)C, O=C(Cl)C(Cl)(Cl)Cl, [Cu], O=P(Cl)(Cl)Cl, [Zn]. Yields the product CCC(CCC1CCC2C1C(=O)C2(Cl)Cl)O[Si](C)(C)C(C)(C)C. RXN SMILES: [CH3:1][C:2]([CH3:3])([CH3:4])[Si:5]([O:6][CH:7]([CH2:8][CH2:9][CH:10]1[CH:11]=[CH:12][CH2:13][CH2:14]1)[CH2:15][CH3:16])([CH3:17])[CH3:18].[Cl:19][C:20]([C:21](=[O:22])[Cl:25])([Cl:23])[Cl:24].[Cu:31].[P:26]([Cl:27])([Cl:28])([Cl:29])=[O:30].[Zn:32]>>[CH3:1][C:2]([CH3:3])([CH3:4])[Si:5]([O:6][CH:7]([CH2:8][CH2:9][CH:10]1[CH:11]2[CH:12]([CH2:13][CH2:14]1)[C:20]([Cl:19])([Cl:24])[C:21]2=[O:22])[CH2:15][CH3:16])([CH3:17])[CH3:18]. The reactants are [BH4-], CO, C=C(C)CCOC1CCCCO1, [Hg], [Na+], [Na+], [OH-]. Yields the product COC(C)(C)CCOC1CCCCO1. As a reaction SMILES: [BH4-:13].[CH3:15][OH:16].[CH3:1][C:2]([CH2:3][CH2:4][O:5][CH:6]1[O:7][CH2:8][CH2:9][CH2:10][CH2:11]1)=[CH2:12].[Hg:19].[Na+:14].[Na+:18].[OH-:17]>>[CH3:1][C:2]([CH2:3][CH2:4][O:5][CH:6]1[O:7][CH2:8][CH2:9][CH2:10][CH2:11]1)([CH3:12])[O:16][CH3:15]. Reactants: ice water, ON=C(C(=O)OCC)C(C)=O (ethyl 2-hydroxyimino-3-oxo-n-butyrate), BrC1C(NCC1)=O (3-bromo-2-pyrrolidone), C([O-])([O-])=O.[K+].[K+] (potassium carbonate). The solvent is CC(=O)C (acetone). Yields the product N1C(C(CC1)O\N=C(/C(=O)OCC)\C(C)=O)=O (ethyl (Z)-2-[(2-pyrrolidon-3-yl)-oxyimino]-3-oxo-n-butyrate). Isolated yield 66.1%. Reaction SMILES: [OH:1][N:2]=[C:3]([C:9](=[O:11])[CH3:10])[C:4]([O:6][CH2:7][CH3:8])=[O:5].C(=O)([O-])[O-].[K+].[K+].Br[CH:19]1[CH2:23][CH2:22][NH:21][C:20]1=[O:24]>CC(C)=O>[NH:21]1[CH2:22][CH2:23][CH:19]([O:1]/[N:2]=[C:3](/[C:9](=[O:11])[CH3:10])\[C:4]([O:6][CH2:7][CH3:8])=[O:5])[C:20]1=[O:24] |f:1.2.3|. Procedure: 31.8 g of ethyl 2-hydroxyimino-3-oxo-n-butyrate are dissolved in 150 ml of acetone, and 83 g of anhydrous potassium carbonate are added thereto. 33 g of 3-bromo-2-pyrrolidone are added to the mixture at 20° to 25° C. with stirring, and the mixture is stirred at the same temperature for one hour. One liter of ice-water is added to said mixture, and the aqueous mixture is extracted with ethyl acetate. The extract is dried and concentrated under reduced pressure to remove solvent. The residue is cr... Starting materials: NC1CCN(Cc2ccccc2)C1, CN1CCCC1=O, CC(C)(C)OC(=O)NC1CCN(C(=O)Oc2ccccc2)C1. Yields the product CC(C)(C)OC(=O)NC1CCN(C(=O)NC2CCN(Cc3ccccc3)C2)C1. RXN SMILES: [CH2:23]([c:24]1[cH:25][cH:26][cH:27][cH:28][cH:29]1)[N:30]1[CH2:31][CH:32]([NH2:35])[CH2:33][CH2:34]1.[CH3:36][N:37]1[CH2:38][CH2:39][CH2:40][C:41]1=[O:42].[c:1]1([O:2][C:8](=[O:9])[N:10]2[CH2:11][CH:12]([NH:15][C:16](=[O:17])[O:18][C:19]([CH3:20])([CH3:21])[CH3:22])[CH2:13][CH2:14]2)[cH:3][cH:4][cH:5][cH:6][cH:7]1>>[C:8](=[O:9])([N:10]1[CH2:11][CH:12]([NH:15][C:16](=[O:17])[O:18][C:19]([CH3:20])([CH3:21])[CH3:22])[CH2:13][CH2:14]1)[NH:35][CH:32]1[CH2:31][N:30]([CH2:23][c:24]2[cH:25][cH:26][cH:27][cH:28][cH:29]2)[CH2:34][CH2:33]1. Reaction SMILES: [BH4-].[Na+].[CH3:3][C:4](=[CH:7][CH2:8][CH:9]1[CH2:14][CH:13]2[C:11]([CH3:15])([CH2:12]2)[C:10]1([CH3:17])[CH3:16])[CH:5]=[O:6].CC(C)=O>O.C(O)C>[CH3:3][C:4](=[CH:7][CH2:8][CH:9]1[CH2:14][CH:13]2[C:11]([CH3:15])([CH2:12]2)[C:10]1([CH3:17])[CH3:16])[CH2:5][OH:6] |f:0.1|. Conditions: temperature 0 celsius, time 1 hour. Product: CC(CO)=CCC1C(C2(CC2C1)C)(C)C (2-methyl-4-(1,2,2-trimethylbicyclo[3.1.0]hex-3-yl)but-2-en-1-ol). Yield: 90.0%. Run in C(C)O (ethanol), O (water). Procedure details: 0.5 g (10 mmol) of sodium borohydride dissolved in 5 ml of water was added portionwise to the solution of 5.0 g (24 mmol) of 2-methyl-4-(1,2,2-trimethylbicyclo[3.1.0]hex-3-yl)but-2-enal in 20 ml of ethanol maintained at 0° C. Stirring was continued for 1 hour at 0-5° C., then acetone was added to destroy the excess of hydride. The reaction mixture was poured on 100 ml of water, extracted with 2×100 ml of ether, dried (MgSO4) and evaporated in vacuo. Kugelrohr distillation of the residue at 160° ... Reactants: CC(C=O)=CCC1C(C2(CC2C1)C)(C)C (2-methyl-4-(1,2,2-trimethylbicyclo[3.1.0]hex-3-yl)but-2-enal), [BH4-].[Na+] (sodium borohydride), CC(=O)C (acetone).